Dataset: the Open Reaction Database (ORD), a public repository of structured organic reaction records. Task: describe an organic reaction: reactants, conditions, products, and yield Reactants: O(C1=CC=CC=C1)CCN1C(CN(CC1=O)CC1=CC=CC=C1)=O (1-(2-Phenoxyethyl)-4-benzyl-2,6-piperazinedione), O (water), [BH4-].[Na+] (sodium borohydride). The solvent is C(C)O (ethanol), C([O-])(O)=O.[Na+] (sodium bicarbonate). Conditions: time 1 hour. Product: O(C1=CC=CC=C1)CCN1C(CN(CC1=O)CC1=CC=CC=C1)O (1-(2-Phenoxyethyl)-4-benzyl-2-hydroxy-6-oxopiperazine). Yield: 93.2%. RXN SMILES: [O:1]([CH2:8][CH2:9][N:10]1[C:15](=[O:16])[CH2:14][N:13]([CH2:17][C:18]2[CH:23]=[CH:22][CH:21]=[CH:20][CH:19]=2)[CH2:12][C:11]1=[O:24])[C:2]1[CH:7]=[CH:6][CH:5]=[CH:4][CH:3]=1.[BH4-].[Na+].O>C(O)C.C(=O)(O)[O-].[Na+]>[O:1]([CH2:8][CH2:9][N:10]1[C:11](=[O:24])[CH2:12][N:13]([CH2:17][C:18]2[CH:19]=[CH:20][CH:21]=[CH:22][CH:23]=2)[CH2:14][CH:15]1[OH:16])[C:2]1[CH:7]=[CH:6][CH:5]=[CH:4][CH:3]=1 |f:1.2,5.6|. Procedure: 1-(2-Phenoxyethyl)-4-benzyl-2,6-piperazinedione (2.24 g) in ethanol (60 ml) and saturated sodium bicarbonate solution (15 ml) was cooled to 5° and sodium borohydride (0.4 g) added. The mixture was stirred at 5° for 1 h, water (150 ml) added and the mixture extracted with chloroform (3×75 ml). Evaporation of the chloroform gave the title compound as an off-white solid (2.1 g). Reactants: COC1=CC=C(C=N1)C=CC(=O)NN (3-(6-methoxy-3-pyridyl)-2-propenoic acid hydrazide), [N+](=O)([O-])C1=CC=C(O1)C=CC=O (3-(5-nitro-2-furyl)-2-propenal). Solvent: CO (methanol). Yields the product [N+](=O)([O-])C1=CC=C(O1)C=CC=NNC(C=CC=1C=NC(=CC1)OC)=O (3-(6-Methoxy-3-pyridyl)-2-propenoic acid [3-(5-nitro-2-furyl)-2-propen-1-ylidene]hydrazide). As a reaction SMILES: [CH3:1][O:2][C:3]1[N:8]=[CH:7][C:6]([CH:9]=[CH:10][C:11]([NH:13][NH2:14])=[O:12])=[CH:5][CH:4]=1.[N+:15]([C:18]1[O:22][C:21]([CH:23]=[CH:24][CH:25]=O)=[CH:20][CH:19]=1)([O-:17])=[O:16]>CO>[N+:15]([C:18]1[O:22][C:21]([CH:23]=[CH:24][CH:25]=[N:14][NH:13][C:11](=[O:12])[CH:10]=[CH:9][C:6]2[CH:7]=[N:8][C:3]([O:2][CH3:1])=[CH:4][CH:5]=2)=[CH:20][CH:19]=1)([O-:17])=[O:16]. Reported procedure: To a lukewarm solution of 0.85 g (4.4. mmol) of 3-(6-methoxy-3-pyridyl)-2-propenoic acid hydrazide in 50 ml of methanol, 0.75 g (4.5 mmol) of 3-(5-nitro-2-furyl)-2-propenal is added. A solid crystallizes slowly in the resulting homogenous solution. After the mixture has been stirred for several hours, these crystals are drained, washed with methanol and ether and dried under reduced pressure at 100° C. for 8 h. Reactants: COC(=O)c1ccc(CCO)nc1N, COCCN(CCOC)S(F)(F)F, ClCCl. Yields the product COC(=O)c1ccc(CCF)nc1N. Reaction SMILES: [CH3:14][O:15][C:16]([c:17]1[c:18]([NH2:26])[n:19][c:20]([CH2:23][CH2:24][OH:25])[cH:21][cH:22]1)=[O:27].[CH3:1][O:2][CH2:3][CH2:4][N:5]([S:6]([F:7])([F:8])[F:11])[CH2:9][CH2:10][O:12][CH3:13].[Cl:28][CH2:29][Cl:30]>>[F:11][CH2:24][CH2:23][c:20]1[n:19][c:18]([NH2:26])[c:17]([C:16]([O:15][CH3:14])=[O:27])[cH:22][cH:21]1. The reactants are C([O-])([O-])=O.[K+].[K+] (potassium carbonate), CI (methyl iodide), OC1=C(C=CC(=C1CC=C(C)C)O)C(C)=O (2',4'-dihydroxy-3'-(3-methyl-2-butenyl)acetophenone). The solvent is CC(=O)C (acetone). Reaction conditions: time 8 hour. The product is OC1=C(C=CC(=C1CC=C(C)C)OC)C(C)=O (2'-hydroxy-4'-methoxy-3'-(3-methyl-2-butenyl)acetophenone). Yield: 99.1%. RXN SMILES: [OH:1][C:2]1[C:7]([CH2:8][CH:9]=[C:10]([CH3:12])[CH3:11])=[C:6]([OH:13])[CH:5]=[CH:4][C:3]=1[C:14](=[O:16])[CH3:15].[C:17](=O)([O-])[O-].[K+].[K+].CI>CC(C)=O>[OH:1][C:2]1[C:7]([CH2:8][CH:9]=[C:10]([CH3:11])[CH3:12])=[C:6]([O:13][CH3:17])[CH:5]=[CH:4][C:3]=1[C:14](=[O:16])[CH3:15] |f:1.2.3|. Procedure details: Then, 19.00 g of 2',4'-dihydroxy-3'-(3-methyl-2-butenyl)acetophenone was dissolved in 160 ml of acetone, and 14.29 g of anhydrous potassium carbonate and 6.2 ml of methyl iodide were added to the solution and the mixture was stirred at room temperature in a nitrogen current overnight. After the reaction, the solvent was removed by distillation and the obtained residue was extracted with ether, the extract was washed with water, dried with anhydrous sodium sulfate, and filtered. The solvent was r... Reactants: C1CC2=CC=C(C3=CC=CC1=C23)NC#N (5-acenaphthyl cyanamide), Cl.ClC1=C(N)C=CC(=C1Cl)Cl (2,3,4-trichloroaniline hydrochloride). Run in ClC1=CC=CC=C1 (chlorobenzene). Run at temperature 20 celsius, time 24 hour. The product is C1CC2=CC=C(C3=CC=CC1=C23)NC(=N)NC2=C(C(=C(C=C2)Cl)Cl)Cl.Cl (N-(5-acenaphthyl)-N'-(2,3,4-trichlorophenyl)guanidine·HCl). Isolated yield 72.2%. RXN SMILES: [CH2:1]1[C:11]2=[C:12]3[C:7](=[CH:8][CH:9]=[CH:10]2)[C:6]([NH:13][C:14]#[N:15])=[CH:5][CH:4]=[C:3]3[CH2:2]1.[ClH:16].[Cl:17][C:18]1[C:24]([Cl:25])=[C:23]([Cl:26])[CH:22]=[CH:21][C:19]=1[NH2:20]>ClC1C=CC=CC=1>[CH2:1]1[C:11]2=[C:12]3[C:7](=[CH:8][CH:9]=[CH:10]2)[C:6]([NH:13][C:14]([NH:20][C:19]2[CH:21]=[CH:22][C:23]([Cl:26])=[C:24]([Cl:25])[C:18]=2[Cl:17])=[NH:15])=[CH:5][CH:4]=[C:3]3[CH2:2]1.[ClH:16] |f:1.2,4.5|. Procedure: A mixture of 5-acenaphthyl cyanamide (0.194 g, 1 mmol) and 2,3,4-trichloroaniline hydrochloride (0.221 g, 0.95 mmol; prepared from 2,3,4-trichloroaniline and 1. ON HCl-ether) were heated at reflux in 5 mL of chlorobenzene. Shortly after reflux temperature was reached all the solids had dissolved to give a clear solution. After a total of 2 hour reflux, the mixture was cooled to 20° C. and allowed to stand for 24 hours. The solid was collected by filtration and washed with excess of methylene chl...